This data is from the Open Reaction Database (ORD), a public repository of structured organic reaction records. The task is: describe an organic reaction: reactants, conditions, products, and yield Starting materials: BrCCBr, Cc1cc(O)ccc1Cl, [Na+], [OH-], O. Yields the product Cc1cc(OCCBr)ccc1Cl. Reaction SMILES: [Br:10][CH2:11][CH2:12][Br:13].[Cl:1][c:2]1[c:3]([CH3:9])[cH:4][c:5]([OH:8])[cH:6][cH:7]1.[Na+:15].[OH-:14].[OH2:16]>>[Cl:1][c:2]1[c:3]([CH3:9])[cH:4][c:5]([O:8][CH2:12][CH2:11][Br:10])[cH:6][cH:7]1. The reactants are NCC1=CC=C(C=C1)C(=O)O (alpha-amino-p-toluic acid), Cl[Si](C)(C)C (chlorotrimethylsilane), C(CCCCC)(=O)O (Hexanoic acid), CN1CCOCC1 (N-methylmorpholine), ClC(=O)OCC (Ethyl chloroformate). Run in C(C)N(CC)CC (triethylamine), C(=O)(O)C1=CC=C(CNC(CCCC2=CC=CC=C2)=O)C=C1 (N-(4-carboxybenzyl)-4-phenylbutyramide), C(C)#N (acetonitrile). Run at temperature -20 celsius, time 8 hour. Product: C(=O)(O)C1=CC=C(CNC(CCCCC)=O)C=C1 (N-(4-carboxybenzyl)hexanamide). As a reaction SMILES: [C:1](O)(=[O:7])[CH2:2][CH2:3][CH2:4][CH2:5][CH3:6].CN1CCOCC1.ClC(OCC)=O.[NH2:22][CH2:23][C:24]1[CH:29]=[CH:28][C:27]([C:30]([OH:32])=[O:31])=[CH:26][CH:25]=1.Cl[Si](C)(C)C>C(#N)C.C(C1C=CC(CNC(=O)CCCC2C=CC=CC=2)=CC=1)(O)=O.C(N(CC)CC)C>[C:30]([C:27]1[CH:26]=[CH:25][C:24]([CH2:23][NH:22][C:1](=[O:7])[CH2:2][CH2:3][CH2:4][CH2:5][CH3:6])=[CH:29][CH:28]=1)([OH:32])=[O:31]. Procedure details: Hexanoic acid (3.06 g) in 20 mL acetonitrile is treated with N-methylmorpholine (2.9 mL) and the mixture cooled to -20° C. with stirring. Ethyl chloroformate (2.8 mL) is then added dropwise, keeping the temperature below or at -20° C. After stirring for an additional 40 min at that temperature, the solution is transferred to a cooled (-15° C.) solution of alpha-amino-p-toluic acid (2.0 g), triethylamine (15 mL), a chlorotrimethylsilane (5.0 mL) in methylene chloride (60 mL; prepared as described... Starting materials: C(C)OC(=O)[C@@H]1[C@H](C1)C1=CC=C(C=C1)O[C@@H]1CCC2=C(C(=CC=C12)C(F)(F)F)C1=CC=C(C=C1)O ((1S,2S)-2-{4-[(R)-4-(4-Hydroxy-phenyl)-5-trifluoromethyl-indan-1-yloxy]-phenyl}-cyclopropanecarboxylic acid ethyl ester), Cl (HCl), O1CC12CCOCC2 (1,6-dioxa-spiro[2.5]octane), C([O-])([O-])=O.[Cs+].[Cs+] (cesium carbonate). The solvent is CN(C=O)C (N,N-dimethylformamide), O (water). Reaction conditions: temperature 100 celsius. Product: C(C)OC(=O)[C@@H]1[C@H](C1)C1=CC=C(C=C1)O[C@@H]1CCC2=C(C(=CC=C12)C(F)(F)F)C1=CC=C(C=C1)OCC1(CCOCC1)O ((1S,2S)-2-(4-{(R)-4-[4-(4-Hydroxy-tetrahydro-pyran-4-ylmethoxy)-phenyl]-5-trifluoromethyl-indan-1-yloxy}-phenyl)-cyclopropanecarboxylic acid ethyl ester). Reaction SMILES: [CH2:1]([O:3][C:4]([C@H:6]1[CH2:8][C@@H:7]1[C:9]1[CH:14]=[CH:13][C:12]([O:15][C@H:16]2[C:24]3[C:19](=[C:20]([C:29]4[CH:34]=[CH:33][C:32]([OH:35])=[CH:31][CH:30]=4)[C:21]([C:25]([F:28])([F:27])[F:26])=[CH:22][CH:23]=3)[CH2:18][CH2:17]2)=[CH:11][CH:10]=1)=[O:5])[CH3:2].[O:36]1[C:38]2([CH2:43][CH2:42][O:41][CH2:40][CH2:39]2)[CH2:37]1.C(=O)([O-])[O-].[Cs+].[Cs+].Cl>CN(C)C=O.O>[CH2:1]([O:3][C:4]([C@H:6]1[CH2:8][C@@H:7]1[C:9]1[CH:10]=[CH:11][C:12]([O:15][C@H:16]2[C:24]3[C:19](=[C:20]([C:29]4[CH:34]=[CH:33][C:32]([O:35][CH2:37][C:38]5([OH:36])[CH2:43][CH2:42][O:41][CH2:40][CH2:39]5)=[CH:31][CH:30]=4)[C:21]([C:25]([F:26])([F:27])[F:28])=[CH:22][CH:23]=3)[CH2:18][CH2:17]2)=[CH:13][CH:14]=1)=[O:5])[CH3:2] |f:2.3.4|. Reported procedure: ((1S,2S)-2-{4-[(R)-4-(4-Hydroxy-phenyl)-5-trifluoromethyl-indan-1-yloxy]-phenyl}-cyclopro-panecarboxylic acid ethyl ester (crude from step 2), 1,6-dioxa-spiro[2.5]octane (US2012/46304, 44 mg) and cesium carbonate (198 mg) are suspended in dry N,N-dimethylformamide and heated at 100° C. for 3 hours. The mixture is diluted with water, acidified with 0.2 M HCl solution and extracted with ethyl acetate. The combined organic extracts are concentrated under vacuum and the residue purified by flash chr... Reactants: C(O)([O-])=O.[Na+] (sodium hydrogencarbonate), [Na] (sodium), ON=C(C(=O)OCC)C#N (ethyl 2-hydroxyimino-2-cyanoacetate), ClC(=O)OCC(C)C (isobutyl chloroformate). The solvent is O (water), CC(=O)C (acetone). Run at temperature 20 celsius, time 3 hour. Product: C(C(C)C)OC(=O)ON=C(C(=O)OCC)C#N (ethyl 2-isobutoxycarbonyloxyimino-2-cyanoacetate). Yield: 58.0%. As a reaction SMILES: [Na].[OH:2][N:3]=[C:4]([C:10]#[N:11])[C:5]([O:7][CH2:8][CH3:9])=[O:6].Cl[C:13]([O:15][CH2:16][CH:17]([CH3:19])[CH3:18])=[O:14].C(=O)([O-])O.[Na+]>O.CC(C)=O>[CH2:16]([O:15][C:13]([O:2][N:3]=[C:4]([C:10]#[N:11])[C:5]([O:7][CH2:8][CH3:9])=[O:6])=[O:14])[CH:17]([CH3:19])[CH3:18] |f:3.4,^1:0|. Procedure: To a solution of sodium salt of ethyl 2-hydroxyimino-2-cyanoacetate (16.4 g) in water (100 ml), isobutyl chloroformate (13.7 g) and acetone (10 ml) are added, and the resulting mixture is stirred at a temperature lower than 20°C. After adjusting pH to 7 with the addition of an aqueous solution of sodium hydrogencarbonate, stirring is continued for 3 hours. The reaction mixture is extracted with ethyl acetate, and the organic layer is washed with water, dried and concentrated. The residue is crys...